This data is from the Open Reaction Database (ORD), a public repository of structured organic reaction records. The task is: describe an organic reaction: reactants, conditions, products, and yield The reactants are NC1=C(N=CN1)C(=O)OCC (ethyl 5-aminoimidazole-4-carboxylate), CN(C=CC(=O)C1=CC=CC=C1)C (3-dimethylaminoacrylophenone). The solvent is C(C)(=O)O (acetic acid). The product is C1(=CC=CC=C1)C1=CC=NC=2N1C=NC2C(=O)OCC (Ethyl 4-phenylimidazolo[1,5-a]pyrimidine-8-carboxylate). RXN SMILES: [NH2:1][C:2]1[NH:6][CH:5]=[N:4][C:3]=1[C:7]([O:9][CH2:10][CH3:11])=[O:8].CN(C)[CH:14]=[CH:15][C:16]([C:18]1[CH:23]=[CH:22][CH:21]=[CH:20][CH:19]=1)=O>C(O)(=O)C>[C:18]1([C:16]2[N:6]3[CH:5]=[N:4][C:3]([C:7]([O:9][CH2:10][CH3:11])=[O:8])=[C:2]3[N:1]=[CH:14][CH:15]=2)[CH:23]=[CH:22][CH:21]=[CH:20][CH:19]=1. Procedure details: A mixture of 1.55 g. of ethyl 5-aminoimidazole-4-carboxylate and 1.75 g. of 3-dimethylaminoacrylophenone in 25 ml. glacial acetic acid is refluxed for 6 hours and when cooled no precipitate formed. The reaction is evaporated to dryness and dissolved in methylene chloride. After being washed with a saturated sodium bicarbonate solution and dried with anhydrous sodium sulfate, the solution was passed through a short column of hydrous magnesium silicate. Hexane addition to this solution gave the de... The reactants are C(C)(=O)OCCN1C(=CC(=C1)Cl)C(C(=O)OCC)=O (ethyl 1-(2-acetoxyethyl)-4-chloropyrrole-2-glyoxalate), C(=O)=O (dry ice), C(Cl)(Cl)(Cl)Cl (carbon tetrachloride), [BH4-].[Na+] (sodium borohydride). Solvent: O (water), C(C)(=O)O (acetic acid), CO (methanol), CO (methanol), O (water). Reaction conditions: time 1 hour. Yields the product C(C)(=O)OCCN1C(=CC(=C1)Cl)C(C(=O)OCC)O (ethyl 1-(2-acetoxyethyl)-4-chloropyrrole-2-glycolate), Formula 6. Reaction SMILES: C(=O)=O.C(Cl)(Cl)(Cl)Cl.[BH4-].[Na+].[C:11]([O:14][CH2:15][CH2:16][N:17]1[CH:21]=[C:20]([Cl:22])[CH:19]=[C:18]1[C:23](=[O:29])[C:24]([O:26][CH2:27][CH3:28])=[O:25])(=[O:13])[CH3:12]>CO.O.C(O)(=O)C>[C:11]([O:14][CH2:15][CH2:16][N:17]1[CH:21]=[C:20]([Cl:22])[CH:19]=[C:18]1[CH:23]([OH:29])[C:24]([O:26][CH2:27][CH3:28])=[O:25])(=[O:13])[CH3:12] |f:2.3|. Procedure: A solution of water (25 ml) in methanol (300 ml) is cooled in a dry ice:carbon tetrachloride:acetone bath to -30° and 23.7 g of sodium borohydride is added thereto. When the violent reaction has subsided, there is added, in a dropwise manner, 40 g. (0.139 moles) of ethyl 1-(2-acetoxyethyl)-4-chloropyrrole-2-glyoxalate dissolved in methanol (400 ml.) at a rate such that the temperature does not exceed -20° C. The reaction is maintained at this temperature for two hours when there is added a solut... Reactants: C[Mg+].[Br-] (MeMgBr), [NH4+].[Cl-] (NH4Cl), O (water), [NH4+].[Cl-] (NH4Cl), ClC1=C(C(=CC(=C1)CO)Cl)O (2,6-dichloro-4-hydroxymethylphenol), C[Mg+].[Br-] (MeMgBr). Solvent: CCOCC (Et2O), CCOCC (Et2O). Conditions: time 1 hour. Yields the product ClC1=C(C(=CC(=C1)C(C)O)Cl)O ((rac.)-2,6-Dichloro-4-(1-hydroxyethyl)phenol). Isolated yield 95.0%. RXN SMILES: [Cl:1][C:2]1[CH:7]=[C:6]([CH2:8][OH:9])[CH:5]=[C:4]([Cl:10])[C:3]=1[OH:11].[CH3:12][Mg+].[Br-].[NH4+].[Cl-].O>CCOCC>[Cl:1][C:2]1[CH:7]=[C:6]([CH:8]([OH:9])[CH3:12])[CH:5]=[C:4]([Cl:10])[C:3]=1[OH:11] |f:1.2,3.4|. Procedure: A sol. of 2,6-dichloro-4-hydroxymethylphenol (1.635 g, 8.56 mmol) in Et2O (30 mL) was cooled to −78° C. MeMgBr (3M in Et2O, 7.15 mL, 21.5 mmol) was added dropwise to the cooled reaction mixture over 18 min. Et2O (20 mL) was added again during the addition of MeMgBr. Stirring was continued at −78° C. for 1 h, and then the reaction mixture was allowed to warm up to rt over 1 h. The mixture was cooled to 0° C., and aq. sat. NH4Cl (10 mL) was added dropwise. The mixture was allowed to warm up to rt,... Starting materials: OC1=CC(=CC(=C1)O)O (1,3,5-trihydroxybenzene), N (ammonia). Solvent: O (water). Run at time 18 hour. Product: OC=1C=C(N)C=C(C1)O (3,5-dihydroxyaniline). The yield is 37.0%. RXN SMILES: [OH:1][C:2]1[CH:7]=[C:6](O)[CH:5]=[C:4]([OH:9])[CH:3]=1.[NH3:10]>O>[OH:1][C:2]1[CH:7]=[C:6]([CH:5]=[C:4]([OH:9])[CH:3]=1)[NH2:10]. Procedure: To a 200-mL, 2-necked flask was added 31.5 g (250 mmol) of 1,3,5-trihydroxybenzene. After replaced with argon, 25 mL of 28% ammonia and water were added thereto, and the resulting mixture was stirred in a water bath for 18 hours. Water was removed away in vacuo and 50 mL of isopropanol was added. The obtained mixture was ice-cooled for 2 hours to precipitate a solid and the precipitated solid was obtained by filtration. The solid was washed with isopropanol and then vacuum-dried, whereby a desir... Procedure details: This compound was prepared from the product of 10a (0.79 g; 2.5 mmol) and 8b (1.0 g; 2.5 mmol) according to Procedure C. The reaction time was 2 days. The crude product was purified on a 80×45 mm silica gel 60 column eluted with ethyl acetate-hexane (1:1) (1000 mL) collecting 13×50 mL fractions. Fractions containing the product (3-6) were collected, and after evaporation 0.83 g (67%) product was obtained (amber oil that solidified to a waxy solid on standing in the freezer, mp 52-54° C.). As a reaction SMILES: Br[CH2:2][CH2:3][CH2:4][CH2:5][CH2:6][CH2:7][CH2:8][C:9]([O:11][CH2:12][C:13]1[CH:18]=[CH:17][CH:16]=[CH:15][CH:14]=1)=[O:10].[C:19]([NH:29][CH2:30][C:31](=[O:37])[CH2:32][CH2:33][C:34]([O-:36])=[O:35])([O:21][CH2:22][C:23]1[CH:28]=[CH:27][CH:26]=[CH:25][CH:24]=1)=[O:20].[Cs+]>>[C:19]([NH:29][CH2:30][C:31](=[O:37])[CH2:32][CH2:33][C:34]([O:36][CH2:2][CH2:3][CH2:4][CH2:5][CH2:6][CH2:7][CH2:8][C:9]([O:11][CH2:12][C:13]1[CH:18]=[CH:17][CH:16]=[CH:15][CH:14]=1)=[O:10])=[O:35])([O:21][CH2:22][C:23]1[CH:28]=[CH:27][CH:26]=[CH:25][CH:24]=1)=[O:20] |f:1.2|. Starting materials: BrCCCCCCCC(=O)OCC1=CC=CC=C1 (benzyl 8-bromooctanoate), C(=O)(OCC1=CC=CC=C1)NCC(CCC(=O)[O-])=O.[Cs+] (caesium 5-(Cbz-amino)-4-oxopentanoate). The product is C(=O)(OCC1=CC=CC=C1)NCC(CCC(=O)OCCCCCCCC(=O)OCC1=CC=CC=C1)=O (7-(benzyloxycarbonyl)heptyl 5-(Cbz-amino)-4-oxopentanoate). Run at time 2 day. Reactants: CCCCCC (n-hexane), CCC(C)(C)[O-].[K+] (potassium tert-amylate), O (water). The reagents and catalysts are [Br-].C(C)[P+](C1=CC=CC=C1)(C1=CC=CC=C1)C1=CC=CC=C1 (ethyl triphenyl phosphonium bromide). Run in C1CCOC1 (THF), C1CCOC1 (THF). Run at temperature 0 celsius, time 1 hour. Product: C1=CC=CC2=CC=CC=C12 (naphthalene), oil. Isolated yield 90.0%. Reaction SMILES: [CH3:1][CH2:2][C:3]([O-])(C)[CH3:4].[K+].O.[CH3:9][CH2:10][CH2:11][CH2:12][CH2:13][CH3:14]>[Br-].C([P+](C1C=CC=CC=1)(C1C=CC=CC=1)C1C=CC=CC=1)C.C1COCC1>[CH:11]1[C:10]2[C:1](=[CH:2][CH:3]=[CH:4][CH:9]=2)[CH:14]=[CH:13][CH:12]=1 |f:0.1,4.5|. Procedure: To the suspension of ethyl triphenyl phosphonium bromide (5.69 g, 15.3 mmol) in anhydrous THF (30 ml), a solution is added by drops of potassium tert-amylate (8.7 ml, 14.7 mmol, 1.7 M solution in toluene) using a syringe at room temperature. After 1 hour, the reaction mixture is cooled to a temperature of 0° C., the solution of crude aldehyde previously obtained is added (3.32 g, 11.79 mmol) in THF (10 ml), and mixing is continued for hours at room temperature. Then, water (1 ml) is added, and d... The reactants are ClCCl, COc1ccc(Oc2c(I)cc(C(C)=O)cc2I)cc1, COc1ccc(Oc2c(I)cc(C(C)=O)cc2I)cc1[N+](=O)[O-], O=[N+]([O-])O, O=S(=O)(O)O. The product is COc1ccc(Oc2c(I)cc(C(C)=O)cc2I)cc1N. RXN SMILES: [CH2:53]([Cl:54])[Cl:55].[I:1][c:2]1[cH:3][c:4]([C:5](=[O:6])[CH3:7])[cH:8][c:9]([I:10])[c:11]1[O:12][c:13]1[cH:14][cH:15][c:16]([O:17][CH3:18])[cH:19][cH:20]1.[I:30][c:31]1[cH:32][c:33]([C:50]([CH3:51])=[O:52])[cH:34][c:35]([I:49])[c:36]1[O:37][c:38]1[cH:39][c:40]([N+:46]([O-:47])=[O:48])[c:41]([O:44][CH3:45])[cH:42][cH:43]1.[OH:21][N+:22](=[O:23])[O-:24].[S:25](=[O:26])(=[O:27])([OH:28])[OH:29]>>[I:30][c:31]1[cH:32][c:33]([C:50]([CH3:51])=[O:52])[cH:34][c:35]([I:49])[c:36]1[O:37][c:38]1[cH:39][c:40]([NH2:46])[c:41]([O:44][CH3:45])[cH:42][cH:43]1. Reactants: [I-].[Na+] (sodium iodide), C(#N)[BH3-].[Na+] (sodium cyanoborohydride), CC=1C=CC(=CC1)S(=O)(=O)O (p-Toluenesulfonate), C1(=CC=CC=C1)\C(=C/CCCCCO)\C=1C=NC=CC1 ((E)-7-phenyl-7-(3-pyridyl)-6-hepten-1-ol). Solvent: CN(P(=O)(N(C)C)N(C)C)C (hexamethylphosphoramide), O (water). Reaction conditions: time 10 minute. The product is C1(=CC=CC=C1)/C(=C\CCCCC)/C=1C=NC=CC1 ((E)-1-phenyl-1-(3-pyridyl)-1-heptene). The yield is 74.4%. As a reaction SMILES: CC1C=CC(S(O)(=O)=O)=CC=1.[C:12]1(/[C:18](/[C:26]2[CH:27]=[N:28][CH:29]=[CH:30][CH:31]=2)=[CH:19]\[CH2:20][CH2:21][CH2:22][CH2:23][CH2:24]O)[CH:17]=[CH:16][CH:15]=[CH:14][CH:13]=1.[I-].[Na+].C([BH3-])#N.[Na+]>CN(C)P(N(C)C)(N(C)C)=O.O>[C:12]1(/[C:18](/[C:26]2[CH:27]=[N:28][CH:29]=[CH:30][CH:31]=2)=[CH:19]\[CH2:20][CH2:21][CH2:22][CH2:23][CH3:24])[CH:13]=[CH:14][CH:15]=[CH:16][CH:17]=1 |f:2.3,4.5|. Procedure: p-Toluenesulfonate of (E)-7-phenyl-7-(3-pyridyl)-6-hepten-1-ol (0.45 g, 1.07 mmoles) was dissolved in hexamethylphosphoramide (2 ml), and sodium iodide (0.2 g, 1.3 mmoles) was added to the solution. The mixture was stirred for 10 minutes. To the mixture was added sodium cyanoborohydride (0.1 g, 16 mmoles) and the resulting mixture was stirred at 100° C. for an hour. The reaction mixture was then cooled and water (10 ml) was added followed by extraction of the product with ethyl acetate. The orga...